This data is from the Open Reaction Database (ORD), a public repository of structured organic reaction records. The task is: describe an organic reaction: reactants, conditions, products, and yield The reactants are Cc1nc2c(=O)[nH]ccc2s1, CC#N, O=C1CCC(=O)N1I. The product is Cc1nc2c(=O)[nH]cc(I)c2s1. Reaction SMILES: [CH3:1][c:2]1[s:3][c:4]2[c:5]([c:6](=[O:10])[nH:7][cH:8][cH:9]2)[n:11]1.[CH3:20][C:21]#[N:22].[I:12][N:13]1[C:14](=[O:15])[CH2:16][CH2:17][C:18]1=[O:19]>>[CH3:1][c:2]1[s:3][c:4]2[c:5]([c:6](=[O:10])[nH:7][cH:8][c:9]2[I:12])[n:11]1.